From a dataset of the Open Reaction Database (ORD), a public repository of structured organic reaction records. describe an organic reaction: reactants, conditions, products, and yield Starting materials: NC=1C=C2C=3CC(CCC3NC2=CC1)N(C)C (6-amino-3-(dimethyl)amino-1,2,3,4-tetrahydro-9H-carbazole), ClC1=CC=C(C=N1)C(=O)O (6-chloro-3-pyridinecarboxylic acid). Yields the product ClC1=CC=C(C=N1)C(=O)NC=1C=C2C=3CC(CCC3NC2=CC1)N(C)C (6-(6-chloro-3-pyridinecarbonyl)amino-3-(dimethyl)amino-1,2,3,4-tetrahydro-9H-carbazole). Yield: 33.2%. RXN SMILES: [NH2:1][C:2]1[CH:3]=[C:4]2[C:12](=[CH:13][CH:14]=1)[NH:11][C:10]1[CH2:9][CH2:8][CH:7]([N:15]([CH3:17])[CH3:16])[CH2:6][C:5]2=1.[Cl:18][C:19]1[N:24]=[CH:23][C:22]([C:25](O)=[O:26])=[CH:21][CH:20]=1>>[Cl:18][C:19]1[N:24]=[CH:23][C:22]([C:25]([NH:1][C:2]2[CH:3]=[C:4]3[C:12](=[CH:13][CH:14]=2)[NH:11][C:10]2[CH2:9][CH2:8][CH:7]([N:15]([CH3:17])[CH3:16])[CH2:6][C:5]3=2)=[O:26])=[CH:21][CH:20]=1. Procedure details: Beginning with 9.2 mg (0.040 mMol) 6-amino-3-(dimethyl)amino-1,2,3,4-tetrahydro-9H-carbazole and 4.9 mg (0.101 mMol) 6-chloro-3-pyridinecarboxylic acid, 4.9 mg (31%) of the title compound were recovered as a brown solid. Reactants: [N+](=O)([O-])C=1C=C(C=CC1)O (3-nitrophenol), [H-].[Na+] (NaH), BrCC1=CC=CC2=CC=CC=C12 (1-bromomethylnaphthalene), CCCCCC.CCOC(=O)C (hexane EtOAc). Run in CN(C=O)C (dimethylformamide). Run at time 10 minute. Yields the product C1(=CC=CC2=CC=CC=C12)COC=1C=C(C=CC1)[N+](=O)[O-] (3-[(1-naphthylmethyl)oxy]nitrobenzene). As a reaction SMILES: [N+:1]([C:4]1[CH:5]=[C:6]([OH:10])[CH:7]=[CH:8][CH:9]=1)([O-:3])=[O:2].[H-].[Na+].Br[CH2:14][C:15]1[C:24]2[C:19](=[CH:20][CH:21]=[CH:22][CH:23]=2)[CH:18]=[CH:17][CH:16]=1.CCCCCC.CCOC(C)=O>CN(C)C=O>[C:15]1([CH2:14][O:10][C:6]2[CH:5]=[C:4]([N+:1]([O-:3])=[O:2])[CH:9]=[CH:8][CH:7]=2)[C:24]2[C:19](=[CH:20][CH:21]=[CH:22][CH:23]=2)[CH:18]=[CH:17][CH:16]=1 |f:1.2,4.5|. Procedure details: To a solution of 3-nitrophenol (200 mg) in 4.0 mL of dimethylformamide at 0° C. was added NaH. After 10 minutes, 1-bromomethylnaphthalene (480 mg) was added, and the cold bath was removed. After ca. 15 h, the solution was quenched by the addition of sat. NH4Cl solution, and concentrated to dryness in vacuo. The residue was diluted with ethyl acetate and washed with water, sat. aq. NaHCO3 solution, and brine. The solution was dried (MgSO4), filtered, and concentrated in vacuo to provide the crude... Starting materials: OC=1C=C(C=CC1C)NC1=C(C=NC2=C(C=C(C=C12)[N+](=O)[O-])OC)C#N (4-(3-hydroxy-4-methyl-phenylamino)-8-methoxy-6-nitro-quinoline-3-carbonitrile). The reagents and catalysts are [Fe] (iron). The product is NC=1C=C2C(=C(C=NC2=C(C1)OC)C#N)NC1=CC(=C(C=C1)C)O (6-Amino-4-(3-hydroxy-4-methyl-phenylamino)-8-methoxy -quinoline-3-carbonitrile). Yield: 76.6%. Reaction SMILES: [OH:1][C:2]1[CH:3]=[C:4]([NH:9][C:10]2[C:19]3[C:14](=[C:15]([O:23][CH3:24])[CH:16]=[C:17]([N+:20]([O-])=O)[CH:18]=3)[N:13]=[CH:12][C:11]=2[C:25]#[N:26])[CH:5]=[CH:6][C:7]=1[CH3:8]>[Fe]>[NH2:20][C:17]1[CH:18]=[C:19]2[C:14](=[C:15]([O:23][CH3:24])[CH:16]=1)[N:13]=[CH:12][C:11]([C:25]#[N:26])=[C:10]2[NH:9][C:4]1[CH:5]=[CH:6][C:7]([CH3:8])=[C:2]([OH:1])[CH:3]=1. Procedure details: Using the method described in Example 196, 0.2 g of 4-(3-hydroxy-4-methyl-phenylamino)-8-methoxy-6-nitro-quinoline-3-carbonitrile and 0.1 g of iron was converted to 0.14 g of the title compound: :MP=227° C. (dec) Starting materials: CCOC(=O)C(Cc1ccc(Br)cc1)NC(=O)c1c(Cl)cccc1Cl, COc1cc(CCO)cc(OC)c1B(O)O. Product: CCOC(=O)C(Cc1ccc(-c2c(OC)cc(CCO)cc2OC)cc1)NC(=O)c1c(Cl)cccc1Cl. Reaction SMILES: [CH2:17]([CH3:18])[O:19][C:20]([CH:21]([NH:22][C:23]([c:24]1[c:25]([Cl:31])[cH:26][cH:27][cH:28][c:29]1[Cl:30])=[O:32])[CH2:33][c:34]1[cH:35][cH:36][c:37]([Br:40])[cH:38][cH:39]1)=[O:41].[CH3:1][O:2][c:3]1[c:4]([B:14]([OH:15])[OH:16])[c:5]([O:12][CH3:13])[cH:6][c:7]([CH2:9][CH2:10][OH:11])[cH:8]1>>[CH3:1][O:2][c:3]1[c:4](-[c:37]2[cH:36][cH:35][c:34]([CH2:33][CH:21]([C:20]([O:19][CH2:17][CH3:18])=[O:41])[NH:22][C:23]([c:24]3[c:25]([Cl:31])[cH:26][cH:27][cH:28][c:29]3[Cl:30])=[O:32])[cH:39][cH:38]2)[c:5]([O:12][CH3:13])[cH:6][c:7]([CH2:9][CH2:10][OH:11])[cH:8]1. Starting materials: CCOC(=O)CBr, O=C([O-])[O-], CCO, [K+], [K+], Nc1nnc(S)s1, O. The product is CCOC(=O)CSc1nnc(N)s1. RXN SMILES: [Br:17][CH2:18][C:19](=[O:20])[O:21][CH2:22][CH3:23].[C:8](=[O:9])([O-:10])[O-:11].[CH3:14][CH2:15][OH:16].[K+:12].[K+:13].[NH2:1][c:2]1[s:3][c:4]([SH:7])[n:5][n:6]1.[OH2:24]>>[NH2:1][c:2]1[s:3][c:4]([S:7][CH2:18][C:19](=[O:20])[O:21][CH2:22][CH3:23])[n:5][n:6]1. The reactants are CCO, O=C[O-], [K+], O, CC1Cc2cc3c(cc2C(c2ccc([N+](=O)[O-])cc2)=NN1c1nc2ccccc2[nH]1)OCO3. The product is CC1Cc2cc3c(cc2C(c2ccc(N)cc2)=NN1c1nc2ccccc2[nH]1)OCO3. As a reaction SMILES: [CH3:38][CH2:39][OH:40].[CH:34]([O-:35])=[O:36].[K+:37].[OH2:41].[n:1]1[c:2]([N:10]2[N:11]=[C:12]([c:25]3[cH:26][cH:27][c:28]([N+:31]([O-:32])=[O:33])[cH:29][cH:30]3)[c:13]3[c:14]([cH:18][c:19]4[c:20]([cH:21]3)[O:22][CH2:23][O:24]4)[CH2:15][CH:16]2[CH3:17])[nH:3][c:4]2[c:5]1[cH:6][cH:7][cH:8][cH:9]2>>[nH:1]1[c:2]([N:10]2[N:11]=[C:12]([c:25]3[cH:26][cH:27][c:28]([NH2:31])[cH:29][cH:30]3)[c:13]3[c:14]([cH:18][c:19]4[c:20]([cH:21]3)[O:22][CH2:23][O:24]4)[CH2:15][CH:16]2[CH3:17])[n:3][c:4]2[c:5]1[cH:6][cH:7][cH:8][cH:9]2. Reactants: [H-].[Na+] (sodium hydride), CN1C=NC=2NC(NC(C12)=O)=O (7-methylxanthine), C(C1=CC=CO1)Br (furfuryl bromide). Solvent: CS(=O)C (dimethylsulfoxide). Conditions: time 30 minute. The product is O1C(=CC=C1)CN1C(NC(C=2N(C=NC12)C)=O)=O (3-(2-furylmethyl)-7-methylxanthine). Yield: 14.3%. Reaction SMILES: [CH3:1][N:2]1[C:10]2[C:9](=[O:11])[NH:8][C:7](=[O:12])[NH:6][C:5]=2[N:4]=[CH:3]1.[H-].[Na+].[CH2:15](Br)[C:16]1[O:20][CH:19]=[CH:18][CH:17]=1>CS(C)=O>[O:20]1[CH:19]=[CH:18][CH:17]=[C:16]1[CH2:15][N:6]1[C:5]2[N:4]=[CH:3][N:2]([CH3:1])[C:10]=2[C:9](=[O:11])[NH:8][C:7]1=[O:12] |f:1.2|. Procedure: To a stirring suspension of 7-methylxanthine (2.54 g, 15.3 mmol) in dimethylsulfoxide (80 ml) was added sodium hydride (0.37 mg, 15.3 mmol) in one portion. After stirring for 30 minutes, freshly prepared furfuryl bromide (2.5 g, 15.3 mmol) was added next. After stirring at room temperature for 18 hours, the reaction was quenched by addition of water (150 ml). Saturated aqueous sodium chloride solution (30 ml) was added and the mixture was extracted with chloroform (4×50 ml). The combined extract...